This data is from the Open Reaction Database (ORD), a public repository of structured organic reaction records. The task is: describe an organic reaction: reactants, conditions, products, and yield Reactants: C(C)(=O)[O-].C(C)(=O)[O-].C(C)(=O)[O-].C(C)(=O)[O-].[Pb+4] (Lead tetraacetate), ice, C(C)(=O)OCCOC1=CC(=C(C(=C1)C)C1=CC=C(C=C1)C(C)=O)C (1-[4′-(2-acetoxyethoxy)-2′,6′-dimethylbiphenyl-4-yl]ethan-1-one), B(F)(F)F.CCOCC (boron trifluoride diethyl etherate), CO (methanol). The solvent is C(C)(=O)OCC (ethyl acetate), O (Water), C(Cl)Cl (methylene chloride). Yields the product COC(CC1=CC=C(C=C1)C1=C(C=C(C=C1C)OCCOC(C)=O)C)=O (methyl[4′-(2-acetoxyethoxy)-2′,6′-dimethylbiphenyl-4-yl]acetate). Isolated yield 43.3%. RXN SMILES: [C:1]([O-:4])(=[O:3])[CH3:2].[C:5]([O-])(=O)C.C([O-])(=O)C.C([O-])(=O)C.[Pb+4].[C:18]([O:21][CH2:22][CH2:23][O:24][C:25]1[CH:30]=[C:29]([CH3:31])[C:28]([C:32]2[CH:37]=[CH:36][C:35](C(=O)C)=[CH:34][CH:33]=2)=[C:27]([CH3:41])[CH:26]=1)(=[O:20])[CH3:19].B(F)(F)F.CCOCC.CO>C(OCC)(=O)C.O.C(Cl)Cl>[CH3:5][O:3][C:1](=[O:4])[CH2:2][C:35]1[CH:34]=[CH:33][C:32]([C:28]2[C:27]([CH3:41])=[CH:26][C:25]([O:24][CH2:23][CH2:22][O:21][C:18](=[O:20])[CH3:19])=[CH:30][C:29]=2[CH3:31])=[CH:37][CH:36]=1 |f:0.1.2.3.4,6.7|. Procedure details: Lead tetraacetate (1.369 g) was added to an ice-cooled mixture of 1-[4′-(2-acetoxyethoxy)-2′,6′-dimethylbiphenyl-4-yl]ethan-1-one (0.672 g), boron trifluoride diethyl etherate (1.56 mL), methanol (2 mL) and methylene chloride (20 mL) with stirring, and the mixture was stirred at room temperature for 4 hrs. Water and ethyl acetate were added to the reaction mixture. The organic layer was separated, washed with water and brine, and dried over anhydrous magnesium sulfate. The solvent was evaporated... The reactants are CC(=O)[O-], CC(=O)[O-], Cc1ccccc1, CCOC(=O)C=[N+]=[N-], O, CCCc1c(Cc2ccc(-c3ccccc3C#N)cc2)c(=O)n(C2CCC(O)CC2)c2nc(C)nn12, [Rh+2]. Product: CCCc1c(Cc2ccc(-c3ccccc3C#N)cc2)c(=O)n(C2CCC(OCC(=O)OCC)CC2)c2nc(C)nn12. As a reaction SMILES: [C:53]([O-:54])(=[O:55])[CH3:56].[C:58]([O-:59])(=[O:60])[CH3:61].[CH3:46][c:47]1[cH:48][cH:49][cH:50][cH:51][cH:52]1.[N+:37](=[N-:38])=[CH:39][C:40](=[O:41])[O:42][CH2:43][CH3:44].[OH2:45].[OH:1][CH:2]1[CH2:3][CH2:4][CH:5]([n:8]2[c:9]3[n:10]([c:11]([CH2:30][CH2:31][CH3:32])[c:12]([CH2:15][c:16]4[cH:17][cH:18][c:19](-[c:22]5[c:23]([C:28]#[N:29])[cH:24][cH:25][cH:26][cH:27]5)[cH:20][cH:21]4)[c:13]2=[O:14])[n:33][c:34]([CH3:36])[n:35]3)[CH2:6][CH2:7]1.[Rh+2:57]>>[O:1]([CH:2]1[CH2:3][CH2:4][CH:5]([n:8]2[c:9]3[n:10]([c:11]([CH2:30][CH2:31][CH3:32])[c:12]([CH2:15][c:16]4[cH:17][cH:18][c:19](-[c:22]5[c:23]([C:28]#[N:29])[cH:24][cH:25][cH:26][cH:27]5)[cH:20][cH:21]4)[c:13]2=[O:14])[n:33][c:34]([CH3:36])[n:35]3)[CH2:6][CH2:7]1)[CH2:39][C:40](=[O:41])[O:42][CH2:43][CH3:44].